Task: describe an organic reaction: reactants, conditions, products, and yield. Dataset: the Open Reaction Database (ORD), a public repository of structured organic reaction records The reactants are Cl.C1(=CC=CC=C1)C1=CC=C(S1)CC1=CC=C(OC[C@@H]2NCCC2)C=C1 ((R)-2-[4-(5-Phenyl-thiophen-2-ylmethyl)-phenoxymethyl]-pyrrolidine hydrochloride salt), BrCCCC(=O)OC (methyl 4-bromobutyrate). The product is C1(=CC=CC=C1)C1=CC=C(S1)CC1=CC=C(OC[C@@H]2N(CCC2)CCCC(=O)O)C=C1 (4-{(R)-2-[4-(5-Phenyl-thiophen-2-ylmethyl)-phenoxymethyl]-pyrrolidin-1-yl}-butyric acid). Isolated yield 35.3%. RXN SMILES: Cl.[C:2]1([C:8]2[S:12][C:11]([CH2:13][C:14]3[CH:26]=[CH:25][C:17]([O:18][CH2:19][C@H:20]4[CH2:24][CH2:23][CH2:22][NH:21]4)=[CH:16][CH:15]=3)=[CH:10][CH:9]=2)[CH:7]=[CH:6][CH:5]=[CH:4][CH:3]=1.Br[CH2:28][CH2:29][CH2:30][C:31]([O:33]C)=[O:32]>>[C:2]1([C:8]2[S:12][C:11]([CH2:13][C:14]3[CH:15]=[CH:16][C:17]([O:18][CH2:19][C@H:20]4[CH2:24][CH2:23][CH2:22][N:21]4[CH2:28][CH2:29][CH2:30][C:31]([OH:33])=[O:32])=[CH:25][CH:26]=3)=[CH:10][CH:9]=2)[CH:3]=[CH:4][CH:5]=[CH:6][CH:7]=1 |f:0.1|. Procedure details: The title compound (60 mg, 36%) was prepared from the product of Example 159 (0.15 g, 0.39 mmol) and methyl 4-bromobutyrate (84 mg, 0.47 mmol) using the procedure of Example 147; 1HNMR (400 MHz, CD3OD) δ 7.50 (d, J=8.8 Hz, 2H), 7.32 (t, J=6 Hz, 2H), 7.24 (m, 3H), 7.18 (d, J=3.6 Hz, 1H), 6.98 (d, J=8.8 Hz, 2H), 6.77 (d, J=3.6 Hz, 1H), 4.36 (dd, J=7.2, 3.6 Hz, 1H), 4.18 (m, 1H), 4.10 (s, 2H), 4.00 (m, 1H), 3.71 (m, 1H), 3.55 (m, 1H), 3.25 (m, 2H), 2.50-2.30 (m, 4H), 2.19-1.98 (m, 4H), LC/MS (ESI+)... Reactants: Cl.NO (hydroxylamine hydrochloride), FC1=C(C=C(C=C1F)F)C#CCN1C[C@@H]([C@@H](CC1)CCC(C1=CC=NC2=CC=C(C=C12)OC)=O)C(=O)OC (methyl (3R,4R)-1-[3-(2,3,5-trifluorophenyl)prop-2-ynyl]-4-[3oxo-3-(6-methoxyquinolin-4-yl)propyl]piperidine-3-carboxylate). Run in N1=CC=CC=C1 (pyridine). Conditions: temperature 20 celsius, time 5 hour. Yields the product FC1=C(C=C(C=C1F)F)C#CCN1C[C@@H]([C@@H](CC1)CCC(C1=CC=NC2=CC=C(C=C12)OC)=NO)C(=O)OC (methyl (3R,4R)-1-[3-(2,3,5-trifluorophenyl)prop-2-ynyl]-4-[3-hydroxyimino-3-(6-methoxyquinolin-4-yl)propyl]piperidine-3-carboxylate). Isolated yield 93.1%. RXN SMILES: Cl.[NH2:2][OH:3].[F:4][C:5]1[C:10]([F:11])=[CH:9][C:8]([F:12])=[CH:7][C:6]=1[C:13]#[C:14][CH2:15][N:16]1[CH2:21][CH2:20][C@@H:19]([CH2:22][CH2:23][C:24](=O)[C:25]2[C:34]3[C:29](=[CH:30][CH:31]=[C:32]([O:35][CH3:36])[CH:33]=3)[N:28]=[CH:27][CH:26]=2)[C@@H:18]([C:38]([O:40][CH3:41])=[O:39])[CH2:17]1>N1C=CC=CC=1>[F:4][C:5]1[C:10]([F:11])=[CH:9][C:8]([F:12])=[CH:7][C:6]=1[C:13]#[C:14][CH2:15][N:16]1[CH2:21][CH2:20][C@@H:19]([CH2:22][CH2:23][C:24](=[N:2][OH:3])[C:25]2[C:34]3[C:29](=[CH:30][CH:31]=[C:32]([O:35][CH3:36])[CH:33]=3)[N:28]=[CH:27][CH:26]=2)[C@@H:18]([C:38]([O:40][CH3:41])=[O:39])[CH2:17]1 |f:0.1|. Reported procedure: 0.834 g of hydroxylamine hydrochloride is added, with stirring and under an inert atmosphere, to a mixture of 3.5 g of methyl (3R,4R)-1-[3-(2,3,5-trifluorophenyl)prop-2-ynyl]-4-[3oxo-3-(6-methoxyquinolin-4-yl)propyl]piperidine-3-carboxylate in 35 cm3 of pyridine at a temperature in the region of 20° C. The mixture is stirred for 5 hours at a temperature in the region of 20° C. The reaction mixture is concentrated to dryness under reduced pressure (5 kPa) at a temperature in the region of 40° C. ...